describe an organic reaction: reactants, conditions, products, and yield From a dataset of the Open Reaction Database (ORD), a public repository of structured organic reaction records. The reactants are N1C=CC2=CC=CC=C12 (indole), N1=CC=CC=C1 (pyridine), ClCC(=O)Cl (chloroacetyl chloride). Run in C(C)(=O)OCC (ethyl acetate), C1(=CC=CC=C1)C (toluene), C1(=CC=CC=C1)C (toluene). Conditions: temperature 55 celsius, time 2 hour. The product is ClCC(=O)C1=CNC2=CC=CC=C12 (3-[(chloro)acetyl]-indole). As a reaction SMILES: [NH:1]1[C:9]2[C:4](=[CH:5][CH:6]=[CH:7][CH:8]=2)[CH:3]=[CH:2]1.N1C=CC=CC=1.[Cl:16][CH2:17][C:18](Cl)=[O:19]>C1(C)C=CC=CC=1.C(OCC)(=O)C>[Cl:16][CH2:17][C:18]([C:3]1[C:4]2[C:9](=[CH:8][CH:7]=[CH:6][CH:5]=2)[NH:1][CH:2]=1)=[O:19]. Procedure details: According to the method of J. Bergman et al. Tet. 29, 971-976 (1973), combine indole (11.7 g, 100 mmol), pyridine (8.1 mL, 100 mmol), and toluene (250 mL). Heat to 55° C. Add dropwise a solution of chloroacetyl chloride (8 mL, 100 mmol) in toluene (10 mL). After 2 hours, cool to ambient temperature. Dilute the reaction mixture with ethyl acetate and extract with water. Dry the organic layer over MgSO4, filter and evaporate in vacuo to give a residue. Recrystallize the residue from ethanol to giv... Reactants: C1(=CC=C(C=C1)S(=O)(=O)Cl)C (4-toluenesulfonyl chloride), C1(=CC=C(C=C1)S(=O)(=O)N1C(CC(C1)OS(=O)(=O)C1=CC=C(C=C1)C)CO)C (1-(4-toluenesulfonyl)-2-hydroxymethyl-4-(4-toluenesulfonyloxy)-pyrrolidine), Cl (hydrochloric acid), ice. The solvent is N1=CC=CC=C1 (pyridine). Conditions: time 18 hour. Product: C1(=CC=C(C=C1)S(=O)(=O)N1C(CC(C1)OS(=O)(=O)C1=CC=C(C=C1)C)COS(=O)(=O)C1=CC=C(C=C1)C)C (1-(4-TOLUENESULFONYL)-2-(4-TOLUENESULFONYLOXYMETHYL)-4-(4-TOLUENESULFONYLOXY)-PYRROLIDINE). The yield is 85.0%. RXN SMILES: [C:1]1([CH3:11])[CH:6]=[CH:5][C:4]([S:7](Cl)(=[O:9])=[O:8])=[CH:3][CH:2]=1.[C:12]1([CH3:39])[CH:17]=[CH:16][C:15]([S:18]([N:21]2[CH2:25][CH:24]([O:26][S:27]([C:30]3[CH:35]=[CH:34][C:33]([CH3:36])=[CH:32][CH:31]=3)(=[O:29])=[O:28])[CH2:23][CH:22]2[CH2:37][OH:38])(=[O:20])=[O:19])=[CH:14][CH:13]=1.Cl>N1C=CC=CC=1>[C:12]1([CH3:39])[CH:13]=[CH:14][C:15]([S:18]([N:21]2[CH2:25][CH:24]([O:26][S:27]([C:30]3[CH:35]=[CH:34][C:33]([CH3:36])=[CH:32][CH:31]=3)(=[O:29])=[O:28])[CH2:23][CH:22]2[CH2:37][O:38][S:7]([C:4]2[CH:5]=[CH:6][C:1]([CH3:11])=[CH:2][CH:3]=2)(=[O:9])=[O:8])(=[O:19])=[O:20])=[CH:16][CH:17]=1. Procedure: To a cooled solution of 1.83 g (9.6 mmoles) 4-toluenesulfonyl chloride in 10 mL pyridine at +10° C. was added 3.40 g (8 mmoles) of 1-(4-toluenesulfonyl)-2-hydroxymethyl-4-(4-toluenesulfonyloxy)-pyrrolidine and the mixture was stirred 18 hours. The solution obtained was then poured into 50 mL ice-cooled 2N hydrochloric acid. The precipitate was filtered, washed with water and ether. The crystalline product was purified in boiling water and ether. The crystalline product was purified in boiling et... Starting materials: ClC1=CC=C2C(CCNC2=C1)=O (7-chloro-2,3-dihydro-4(1H)-quinolinone), N1=CC=CC=C1 (pyridine), CC1=C(C(=O)Cl)C=CC=C1 (2-methylbenzoyl chloride). Run in ClCCl (dichloromethane), O (water), ClCCl (dichloromethane). Yields the product ClC1=CC=C2C(CCN(C2=C1)C(C1=C(C=CC=C1)C)=O)=O (7-chloro-2,3-dihydro-1-(2-methylbenzoyl)-4(1H)-quinolinone). Isolated yield 84.8%. RXN SMILES: [Cl:1][C:2]1[CH:11]=[C:10]2[C:5]([C:6](=[O:12])[CH2:7][CH2:8][NH:9]2)=[CH:4][CH:3]=1.N1C=CC=CC=1.[CH3:19][C:20]1[CH:28]=[CH:27][CH:26]=[CH:25][C:21]=1[C:22](Cl)=[O:23]>ClCCl.O>[Cl:1][C:2]1[CH:11]=[C:10]2[C:5]([C:6](=[O:12])[CH2:7][CH2:8][N:9]2[C:22](=[O:23])[C:21]2[CH:25]=[CH:26][CH:27]=[CH:28][C:20]=2[CH3:19])=[CH:4][CH:3]=1. Procedure: To a mixture of 7-chloro-2,3-dihydro-4(1H)-quinolinone (20.0 g), pyridine (26 g) and dichloromethane (200 ml) was added dropwise 2-methylbenzoyl chloride (26 g) at room temperature with stirring. The mixture was stirred under reflux for 4 hours. The reaction mixture was poured into 500 ml of water, then shaken with additional dichloromethane (1000 ml). The organic layer was washed once with 1 N HCl (100 ml), twice with water (200 ml each) and once with saturated aqueous NaCl solution, then dried... Starting materials: BrC1=CC(=C(C=C1)C(O)(CCCN(C)C)C1=CC=C(C=C1)F)CO ((4-bromo-2-(hydroxymethyl)phenyl)-(4′fluorophenyl)-(3-dimethylamino-propyl)methanol), P(O)(O)(O)=O (phosphoric acid). The product is CN(C)CCCC1(C2=C(CO1)C=C(C=C2)Br)C3=CC=C(C=C3)F (1-(4′fluorophenyl)-1-(3-dimethylaminopropyl)-5-bromophthalane). The yield is 85.1%. RXN SMILES: [Br:1][C:2]1[CH:7]=[CH:6][C:5]([C:8]([C:16]2[CH:21]=[CH:20][C:19]([F:22])=[CH:18][CH:17]=2)([CH2:10][CH2:11][CH2:12][N:13]([CH3:15])[CH3:14])[OH:9])=[C:4]([CH2:23]O)[CH:3]=1.P(=O)(O)(O)O>>[CH3:15][N:13]([CH2:12][CH2:11][CH2:10][C:8]1([C:16]2[CH:21]=[CH:20][C:19]([F:22])=[CH:18][CH:17]=2)[O:9][CH2:23][C:4]2[CH:3]=[C:2]([Br:1])[CH:7]=[CH:6][C:5]1=2)[CH3:14]. Reported procedure: The (4-bromo-2-(hydroxymethyl)phenyl)-(4′fluorophenyl)-(3-dimethylamino-propyl)methanol residue (160 g) was heated with 50% aqueous phosphoric acid (1.99 kg) with vigorous stirring. The reaction mass was purified by extraction and neutralized with aqueous ammonia at a temperature below 30° C. The reaction mass was extracted with toluene and the solvent distilled under reduced pressure to give 1-(4′fluorophenyl)-1-(3-dimethylaminopropyl)-5-bromophthalane (130 g). Starting materials: IC1=C(C=C(C=C1)C(F)(F)F)[C@H]1[C@@H](NC(O1)=O)C ((4S,5S)-5-[2-iodo-5-(trifluoromethyl)phenyl]-4-methyl-1,3-oxazolidin-2-one), [H-].[Na+] (sodium hydride), FC(C=1C=C(CBr)C=C(C1)C(F)(F)F)(F)F (3,5-bis(trifluoromethyl)benzyl bromide). Yields the product FC(C=1C=C(CN2C(O[C@H]([C@@H]2C)C2=C(C=CC(=C2)C(F)(F)F)I)=O)C=C(C1)C(F)(F)F)(F)F ((4S,5S)-3-[3,5-bis(trifluoromethyl)benzyl]-5-[2-iodo-5-(trifluoromethyl)phenyl]-4-methyl-1,3-oxazolidin-2-one). Reaction SMILES: [I:1][C:2]1[CH:7]=[CH:6][C:5]([C:8]([F:11])([F:10])[F:9])=[CH:4][C:3]=1[C@@H:12]1[O:16][C:15](=[O:17])[NH:14][C@H:13]1[CH3:18].[H-].[Na+].[F:21][C:22]([F:36])([F:35])[C:23]1[CH:24]=[C:25]([CH:28]=[C:29]([C:31]([F:34])([F:33])[F:32])[CH:30]=1)[CH2:26]Br>>[F:21][C:22]([F:35])([F:36])[C:23]1[CH:24]=[C:25]([CH:28]=[C:29]([C:31]([F:34])([F:32])[F:33])[CH:30]=1)[CH2:26][N:14]1[C@@H:13]([CH3:18])[C@H:12]([C:3]2[CH:4]=[C:5]([C:8]([F:9])([F:10])[F:11])[CH:6]=[CH:7][C:2]=2[I:1])[O:16][C:15]1=[O:17] |f:1.2|. Reported procedure: Following the procedure described in EXAMPLE 96, 0.108 g of (4S,5S)-5-[2-iodo-5-(trifluoromethyl)phenyl]-4-methyl-1,3-oxazolidin-2-one, 23 mg of sodium hydride, and 107 mg of 3,5-bis(trifluoromethyl)benzyl bromide provided the title compound. Mass spectrum (ESI) 598.1 (M+1). 1H NMR (500 MHz, CDCl3): δ 8.00 (d, J=8.5 Hz, 1H), 7.77 (s, 1H), 7.58 (br s, 3H), 7.34 (dd, J=1.5 Hz, 8 Hz, 1H), 5.36 (d, J=4 Hz, 1H), 4.89 (d, J=16 Hz, 1H), 4.31 (d, J=16 Hz, 1H), 4.48 (dq, J=6 Hz, 4 Hz, 1H), 1.55 (d, J=6.5... Reactants: [H-].[Na+] (sodium hydride), OC1=C(C=O)C=C(C(=C1)O)C12CC3CC(CC(C1)C3)C2 (2,4-dihydroxy-5-(1-adamantyl)-benzaldehyde), ICCCCCC (1-iodohexane). The solvent is CN(C)C=O (DMF), CN(C)C=O (DMF). Reaction conditions: time 4 hour. Yields the product C(CCCCC)OC1=C(C=O)C=C(C(=C1)OCCCCCC)C12CC3CC(CC(C1)C3)C2 (2,4-dihexyloxy-5-(1-adamantyl)benzaldehyde). Reaction SMILES: [H-].[Na+].[OH:3][C:4]1[CH:11]=[C:10]([OH:12])[C:9]([C:13]23[CH2:22][CH:17]4[CH2:18][CH:19]([CH2:21][CH:15]([CH2:16]4)[CH2:14]2)[CH2:20]3)=[CH:8][C:5]=1[CH:6]=[O:7].I[CH2:24][CH2:25][CH2:26][CH2:27][CH2:28][CH3:29]>CN(C=O)C>[CH2:24]([O:3][C:4]1[CH:11]=[C:10]([O:12][CH2:10][CH2:11][CH2:4][CH2:5][CH2:8][CH3:9])[C:9]([C:13]23[CH2:14][CH:15]4[CH2:21][CH:19]([CH2:18][CH:17]([CH2:16]4)[CH2:22]2)[CH2:20]3)=[CH:8][C:5]=1[CH:6]=[O:7])[CH2:25][CH2:26][CH2:27][CH2:28][CH3:29] |f:0.1|. Reported procedure: 1.3 g (35.2 mmol) of sodium hydride (80% in oil) and 50 ml of DMF were introduced into a three-necked flask under a stream of nitrogen. A solution of 4.8 g (17.6 mmol) of 2,4-dihydroxy-5-(1-adamantyl)-benzaldehyde dissolved in 70 ml of DMF was added dropwise and stirring was carried out at room temperature until gas evolution has ceased. 6.5 ml (35.2 mmol) of 1-iodohexane were then added dropwise and stirring was carried out at room temperature for four hours. Starting materials: ClC1=CC=2C(C3=CC=CC=C3OC2C=C1)(O)C1CCN(CC1)C (2-chloro-9-(1-methyl-4-piperidyl)-xanthene-9-ol), [OH-].[Na+] (sodium hydroxide), S(=O)(=O)(O)C1=C(C(=O)OC(C2=C(C=CC=C2)S(=O)(=O)O)=O)C=CC=C1 (o-sulfobenzoic anhydride), C(CC)(=O)O (propionic acid). Run in O (water). Reaction conditions: temperature 100 celsius. Product: C(\C=C/C(=O)O)(=O)O.ClC1=CC=2C(C3=CC=CC=C3OC2C=C1)=C1CCN(CC1)C (4-(2-chloro-9-xanthenylidene)-1-methylpiperidine maleate). RXN SMILES: [Cl:1][C:2]1[CH:15]=[CH:14][C:13]2[O:12][C:11]3[C:6](=[CH:7][CH:8]=[CH:9][CH:10]=3)[C:5]([CH:17]3[CH2:22][CH2:21][N:20]([CH3:23])[CH2:19][CH2:18]3)(O)[C:4]=2[CH:3]=1.S(C1C=CC=CC=1[C:30]([O:32]C(=O)C1C=CC=CC=1S(O)(=O)=O)=[O:31])(O)(=O)=O.[C:49]([OH:53])(=[O:52])[CH2:50][CH3:51].[OH-].[Na+]>O>[C:30]([OH:32])(=[O:31])/[CH:51]=[CH:50]\[C:49]([OH:53])=[O:52].[Cl:1][C:2]1[CH:15]=[CH:14][C:13]2[O:12][C:11]3[C:6](=[CH:7][CH:8]=[CH:9][CH:10]=3)[C:5](=[C:17]3[CH2:22][CH2:21][N:20]([CH3:23])[CH2:19][CH2:18]3)[C:4]=2[CH:3]=1 |f:3.4,6.7|. Procedure details: A mixture of 12.5 g. (0.038 m.) of the xanthene-9-ol, 14.0 g. (0.76 m.) of o-sulfobenzoic anhydride and 380 ml. of propionic acid is refluxed for three hours. The reaction mixture is heated in vacuo at 100° C. and the resulting syrup is dissolved in water, made strongly basic with 40% sodium hydroxide solution, extracted with ether, and the dried extract is evaporated. The residual free base is dissolved in ethyl acetate and maleic acid (4.4 g.) is added to yield 4-(2-chloro-9-xanthenylidene)-1-...